describe an organic reaction: reactants, conditions, products, and yield From a dataset of the Open Reaction Database (ORD), a public repository of structured organic reaction records. The reactants are CC(=O)NCCC1(c2ccc(F)cc2)CCN(C(C)c2ccc(-c3ccc(F)cc3F)cc2)C(=O)O1, [H-], CI, [Na+], C1CCOC1. Yields the product CC(=O)N(C)CCC1(c2ccc(F)cc2)CCN(C(C)c2ccc(-c3ccc(F)cc3F)cc2)C(=O)O1. Reaction SMILES: [F:1][c:2]1[c:3](-[c:9]2[cH:10][cH:11][c:12]([CH:15]([CH3:16])[N:17]3[C:18](=[O:36])[O:19][C:20]([c:23]4[cH:24][cH:25][c:26]([F:29])[cH:27][cH:28]4)([CH2:30][CH2:31][NH:32][C:33]([CH3:34])=[O:35])[CH2:21][CH2:22]3)[cH:13][cH:14]2)[cH:4][cH:5][c:6]([F:8])[cH:7]1.[H-:37].[I:39][CH3:40].[Na+:38].[O:41]1[CH2:42][CH2:43][CH2:44][CH2:45]1>>[F:1][c:2]1[c:3](-[c:9]2[cH:10][cH:11][c:12]([CH:15]([CH3:16])[N:17]3[C:18](=[O:36])[O:19][C:20]([c:23]4[cH:24][cH:25][c:26]([F:29])[cH:27][cH:28]4)([CH2:30][CH2:31][N:32]([C:33]([CH3:34])=[O:35])[CH3:40])[CH2:21][CH2:22]3)[cH:13][cH:14]2)[cH:4][cH:5][c:6]([F:8])[cH:7]1. Procedure details: The title compound was prepared in a manner similar to PREPARATION x5 using (R)-2-chloro-5,6,6a,7,9,10-hexahydro-[1,4]oxazino[3,4-h]pteridine (PREPARATION x2, 100 mg, 0.441 mmol) in DMSO (7 mL), sodium tert-butoxide (51 mg, 0.529 mmol) and bromoethyl acetate (81 mg, 0.485 mmol) (79 mg, 66%). ESI-MS m/z [M+H]+ calc'd for C11H15ClN4O2, 271.09. found 271.1. RXN SMILES: [Cl:1][C:2]1[N:11]=[CH:10][C:9]2[NH:8][CH2:7][C@@H:6]3[CH2:12][O:13][CH2:14][CH2:15][N:5]3[C:4]=2[N:3]=1.[CH3:16][C:17](C)([O-:19])C.[Na+].C(OCCBr)(=O)C>CS(C)=O>[Cl:1][C:2]1[N:11]=[CH:10][C:9]2[N:8]([CH2:16][CH2:17][OH:19])[CH2:7][C@@H:6]3[CH2:12][O:13][CH2:14][CH2:15][N:5]3[C:4]=2[N:3]=1 |f:1.2|. Run in CS(=O)C (DMSO). Yields the product ClC1=NC=2N3[C@H](CN(C2C=N1)CCO)COCC3 ((R)-2-(2-chloro-6a,7,9,10-tetrahydro-[1,4]oxazino[3,4-h]pteridin-5(6H)-yl)ethanol). Reactants: ClC1=NC=2N3[C@H](CNC2C=N1)COCC3 ((R)-2-chloro-5,6,6a,7,9,10-hexahydro-[1,4]oxazino[3,4-h]pteridine), CC(C)([O-])C.[Na+] (sodium tert-butoxide), C(C)(=O)OCCBr (bromoethyl acetate). The reactants are Methyl 4-{2-[(2,5-dimethoxyphenyl)amino](1,3-thiazol-4-yl)}-5-tethylthiothiophene-2-carboxylate hydrobromide, BrCC(=O)C=1C=C(SC1C)C(=S)OC (Methyl 4-(2-bromoacetyl)-5-methylthiothiophene-2-carboxylate), COC1=C(C=C(C=C1)OC)NC(=S)N (2,5-dimethoxy phenyl thiourea). Yields the product Br.COC1=C(C=C(C=C1)OC)NC=1SC=C(N1)C=1C=C(SC1C)C(=S)OC (methyl 4-{2-[(2,5-dimethoxyphenyl)amino](1,3-thiazol-4-yl)}-5-methylthiothiophene-2-carboxylate hydrobromide). Isolated yield 89.6%. As a reaction SMILES: [Br:1][CH2:2][C:3]([C:5]1[CH:6]=[C:7]([C:11]([O:13][CH3:14])=[S:12])[S:8][C:9]=1[CH3:10])=O.[CH3:15][O:16][C:17]1[CH:22]=[CH:21][C:20]([O:23][CH3:24])=[CH:19][C:18]=1[NH:25][C:26]([NH2:28])=[S:27]>>[BrH:1].[CH3:15][O:16][C:17]1[CH:22]=[CH:21][C:20]([O:23][CH3:24])=[CH:19][C:18]=1[NH:25][C:26]1[S:27][CH:2]=[C:3]([C:5]2[CH:6]=[C:7]([C:11]([O:13][CH3:14])=[S:12])[S:8][C:9]=2[CH3:10])[N:28]=1 |f:2.3|. Procedure: Methyl 4-{2-[(2,5-dimethoxyphenyl)amino](1,3-thiazol-4-yl)}-5-tethylthiothiophene-2-carboxylate hydrobromide: Methyl 4-(2-bromoacetyl)-5-methylthiothiophene-2-carboxylate (49.4 mg, 0.15 mmol) was allowed to react with 2,5-dimethoxy phenyl thiourea (37.2 mg) as described in Example 154, step (a), to give 65.5 mg (87% yield) of methyl 4-{2-[(2,5-dimethoxyphenyl)amino](1,3-thiazol-4-yl)}-5-methylthiothiophene-2-carboxylate hydrobromide. 1H NMR (DMSO-d6, 300 MHz) δ 2.66 (s, 3H), 3.76 (s, 3H), 3.81 (... Reaction SMILES: [F:1][C:2]1[C:11]2[C:6](=[CH:7][CH:8]=[CH:9][CH:10]=2)[C:5]([O:12][CH2:13][C:14]2[CH:19]=[CH:18][C:17]([C:20]([F:23])([F:22])[F:21])=[CH:16][CH:15]=2)=[C:4]([C:24](O)=[O:25])[CH:3]=1.ON1C2C=CC=CC=2N=N1.Cl.[CH3:38][O:39][C:40](=[O:45])[C:41]([CH3:44])([CH3:43])[NH2:42].C(N(C(C)C)CC)(C)C.Cl>O.CN(C=O)C.C(Cl)CCl>[CH3:38][O:39][C:40](=[O:45])[C:41]([NH:42][C:24]([C:4]1[CH:3]=[C:2]([F:1])[C:11]2[C:6](=[CH:7][CH:8]=[CH:9][CH:10]=2)[C:5]=1[O:12][CH2:13][C:14]1[CH:19]=[CH:18][C:17]([C:20]([F:23])([F:22])[F:21])=[CH:16][CH:15]=1)=[O:25])([CH3:44])[CH3:43] |f:2.3|. The solvent is CN(C)C=O (DMF), C(CCl)Cl (EDC), O (water). Reported procedure: To 0.2 g of 4-fluoro-1-[4-(trifluoromethyl)benzyloxy]naphthalene-2-carboxylic acid, 158 mg of EDC, 104 mg of 1-hydroxybenzotriazole and 102 mg of 2,2-dimethylglycine methyl ester hydrochloride was added 5.3 ml of DMF followed by 0.29 ml of diisopropylethylamine. The mixture was stirred for 16 h at room temperature. The mixture was poured into cold water, acidified to pH 2-3 with 1M HCl, extracted with ethyl acetate, washed with water, brine, dried (sodium sulphate) filtered and concentrated to a... Product: COC(C(C)(C)NC(=O)C1=C(C2=CC=CC=C2C(=C1)F)OCC1=CC=C(C=C1)C(F)(F)F)=O (2-{[4-fluoro-1-(4-trifluoromethyl-benzyloxy)-naphthalene-2-carbonyl]-amino}-2-methyl-propionic acid methyl ester). The yield is 81.4%. The reactants are FC1=CC(=C(C2=CC=CC=C12)OCC1=CC=C(C=C1)C(F)(F)F)C(=O)O (4-fluoro-1-[4-(trifluoromethyl)benzyloxy]naphthalene-2-carboxylic acid), ON1N=NC2=C1C=CC=C2 (1-hydroxybenzotriazole), Cl.COC(C(N)(C)C)=O (2,2-dimethylglycine methyl ester hydrochloride), C(C)(C)N(CC)C(C)C (diisopropylethylamine), Cl (HCl). Reaction conditions: time 16 hour. The reactants are COC(=O)C1(F)C=C2C(=NCN2C)C=C1Nc1ccc(I)cc1F, CO, C1CCOC1. Yields the product CN1CN=C2C=C(Nc3ccc(I)cc3F)C(F)(C(=O)O)C=C21. RXN SMILES: [CH3:1][O:2][C:3](=[O:4])[C:5]1([F:24])[CH:6]=[C:7]2[C:8](=[N:9][CH2:10][N:11]2[CH3:12])[CH:13]=[C:14]1[NH:15][c:16]1[c:17]([F:23])[cH:18][c:19]([I:22])[cH:20][cH:21]1.[CH3:25][OH:26].[O:27]1[CH2:28][CH2:29][CH2:30][CH2:31]1>>[O:2]=[C:3]([OH:4])[C:5]1([F:24])[CH:6]=[C:7]2[C:8](=[N:9][CH2:10][N:11]2[CH3:12])[CH:13]=[C:14]1[NH:15][c:16]1[c:17]([F:23])[cH:18][c:19]([I:22])[cH:20][cH:21]1. Reactants: C1COCCO1, CNCCNC, [Cl-], I[Cu]I, O=c1[nH]c(-c2ccccc2C(F)(F)F)cc2ccc(I)cc12, [K+], [K+], [K+], [NH4+], O=P([O-])([O-])[O-], c1c[nH]cn1. Yields the product O=c1[nH]c(-c2ccccc2C(F)(F)F)cc2ccc(-n3ccnc3)cc12. Reaction SMILES: [CH2:44]1[O:45][CH2:46][CH2:47][O:48][CH2:49]1.[CH3:36][NH:37][CH2:38][CH2:39][NH:40][CH3:41].[Cl-:42].[Cu:50]([I:51])[I:52].[I:1][c:2]1[cH:3][cH:4][c:5]2[cH:6][c:7](-[c:13]3[c:14]([C:19]([F:20])([F:21])[F:22])[cH:15][cH:16][cH:17][cH:18]3)[nH:8][c:9](=[O:12])[c:10]2[cH:11]1.[K+:33].[K+:34].[K+:35].[NH4+:43].[P:28]([O-:29])([O-:30])([O-:31])=[O:32].[nH:23]1[cH:24][n:25][cH:26][cH:27]1>>[c:2]1(-[n:23]2[cH:24][n:25][cH:26][cH:27]2)[cH:3][cH:4][c:5]2[cH:6][c:7](-[c:13]3[c:14]([C:19]([F:20])([F:21])[F:22])[cH:15][cH:16][cH:17][cH:18]3)[nH:8][c:9](=[O:12])[c:10]2[cH:11]1. Product: ClC1=C(C=CC=C1)S(=O)(=O)N1N(C(C1(C)C)=O)C1C2CC3CC(CC1C3)C2 (1-[(2-chlorophenyl)sulfonyl]-4,4-dimethyl-2-(adamantan-2-yl)-1,2-diazetidin-3-one). Starting materials: C12C(C3CC(CC(C1)C3)C2)N2NC(C2=O)(C)C (2-(Adamantan-2-yl)-4,4-dimethyl-1,2-diazetidin-3-one), ClC1=C(C=CC=C1)S(=O)(=O)Cl (2-chlorobenzene sulfonyl chloride). RXN SMILES: [CH:1]12[CH2:10][CH:5]3[CH2:6][CH:7]([CH2:9][CH:3]([CH2:4]3)[CH:2]1[N:11]1[C:14](=[O:15])[C:13]([CH3:17])([CH3:16])[NH:12]1)[CH2:8]2.[Cl:18][C:19]1[CH:24]=[CH:23][CH:22]=[CH:21][C:20]=1[S:25](Cl)(=[O:27])=[O:26]>>[Cl:18][C:19]1[CH:24]=[CH:23][CH:22]=[CH:21][C:20]=1[S:25]([N:12]1[C:13]([CH3:17])([CH3:16])[C:14](=[O:15])[N:11]1[CH:2]1[CH:3]2[CH2:4][CH:5]3[CH2:6][CH:7]([CH2:8][CH:1]1[CH2:10]3)[CH2:9]2)(=[O:27])=[O:26]. Reported procedure: 2-(Adamantan-2-yl)-4,4-dimethyl-1,2-diazetidin-3-one and 2-chlorobenzene sulfonyl chloride were used for a similar reaction and treatment as Example 169, and the title compound was obtained as a white crystalline powder. The reactants are C(C)(C)(C)C=1C=C(C(=C(C1)C(C(F)(F)F)NC)OC)[N+](=O)[O-] (1-(5-tert-butyl-2-methoxy-3-nitrophenyl)-2,2,2-trifluoro-N-methylethaneamine). Reagents/catalysts: [Pd] (palladium). Run in CO (methanol). Run at time 3 hour. The product is C(C)(C)(C)C=1C=C(C(=C(N)C1)OC)C(C(F)(F)F)NC (5-tert-butyl-2-methoxy-3-(2,2,2-trifluoro-1-(methylamino)ethyl)aniline). The yield is 57.4%. RXN SMILES: [C:1]([C:5]1[CH:6]=[C:7]([N+:20]([O-])=O)[C:8]([O:18][CH3:19])=[C:9]([CH:11]([NH:16][CH3:17])[C:12]([F:15])([F:14])[F:13])[CH:10]=1)([CH3:4])([CH3:3])[CH3:2]>CO.[Pd]>[C:1]([C:5]1[CH:10]=[C:9]([CH:11]([NH:16][CH3:17])[C:12]([F:15])([F:14])[F:13])[C:8]([O:18][CH3:19])=[C:7]([CH:6]=1)[NH2:20])([CH3:4])([CH3:2])[CH3:3]. Procedure details: To a solution of 1-(5-tert-butyl-2-methoxy-3-nitrophenyl)-2,2,2-trifluoro-N-methylethaneamine (0.413 g, 1.29 mmol) in methanol (12.0 mL), 10% palladium/activated charcoal (0.041 g) was added and the resulting mixture was stirred at room temperature under hydrogen atmosphere for 3 hours. After completion of the reaction, the insoluble materials were filtered through a Celite pad, and the solvent was evaporated under reduced pressure. The obtained residue was purified by column chromatography (ami... Reactants: ClC1=NN=C(C2=CC=C(C=C12)OC)C1=CC=C(C=C1)COC (1-chloro-7-methoxy-4-(4-methoxymethylphenyl)phthalazine), NC1CCN(CC1)CC1=CC2=CC=CC=C2C=C1 (4-amino-1-(naphthalen-2-ylmethyl)piperidine). The product is COC1=CC=C2C(=NN=C(C2=C1)NC1CCN(CC1)CC1=CC2=CC=CC=C2C=C1)C1=CC=C(C=C1)COC (7-Methoxy-4-(4-methoxymethylphenyl)-N-[1-(naphthalen-2-ylmethyl)piperidin-4-yl]phthalazin-1-amine). Reaction SMILES: Cl[C:2]1[C:11]2[C:6](=[CH:7][CH:8]=[C:9]([O:12][CH3:13])[CH:10]=2)[C:5]([C:14]2[CH:19]=[CH:18][C:17]([CH2:20][O:21][CH3:22])=[CH:16][CH:15]=2)=[N:4][N:3]=1.[NH2:23][CH:24]1[CH2:29][CH2:28][N:27]([CH2:30][C:31]2[CH:40]=[CH:39][C:38]3[C:33](=[CH:34][CH:35]=[CH:36][CH:37]=3)[CH:32]=2)[CH2:26][CH2:25]1>>[CH3:13][O:12][C:9]1[CH:10]=[C:11]2[C:6]([C:5]([C:14]3[CH:19]=[CH:18][C:17]([CH2:20][O:21][CH3:22])=[CH:16][CH:15]=3)=[N:4][N:3]=[C:2]2[NH:23][CH:24]2[CH2:25][CH2:26][N:27]([CH2:30][C:31]3[CH:40]=[CH:39][C:38]4[C:33](=[CH:34][CH:35]=[CH:36][CH:37]=4)[CH:32]=3)[CH2:28][CH2:29]2)=[CH:7][CH:8]=1. Procedure details: This compound is obtained according to the procedure described in 1.4. by reacting 1-chloro-7-methoxy-4-(4-methoxymethylphenyl)phthalazine with 4-amino-1-(naphthalen-2-ylmethyl)piperidine.